From a dataset of the Open Reaction Database (ORD), a public repository of structured organic reaction records. describe an organic reaction: reactants, conditions, products, and yield The reactants are CC1=CN(C2=CC=CC=C12)N (3-methyl-1H-indol-1-amine), ClC=1C=NC=CC1Cl (3,4-dichloropyridine). Solvent: C(C)(C)O (isopropanol). Product: Cl.ClC=1C=NC=CC1NN1C=C(C2=CC=CC=C12)C (N-(3-Chloro-4-pyridinyl)-3-methyl-1H-indol-1-amine hydrochloride). As a reaction SMILES: [CH3:1][C:2]1[C:10]2[C:5](=[CH:6][CH:7]=[CH:8][CH:9]=2)[N:4]([NH2:11])[CH:3]=1.[Cl:12][C:13]1[CH:14]=[N:15][CH:16]=[CH:17][C:18]=1Cl>C(O)(C)C>[ClH:12].[Cl:12][C:13]1[CH:14]=[N:15][CH:16]=[CH:17][C:18]=1[NH:11][N:4]1[C:5]2[C:10](=[CH:9][CH:8]=[CH:7][CH:6]=2)[C:2]([CH3:1])=[CH:3]1 |f:3.4|. Procedure: The title compound was prepared from 3-methyl-1H-indol-1-amine and 3,4-dichloropyridine in isopropanol at 80° C. for 5 hours in substantially the same manner as in Example 1. Recrystallized from ethanol, m.p. 278°-280° C. (decomp.). Reactants: C(C)OC(C=C(C)C1=CC2=C(O1)C(=CC=C2)C2=C(C(=CC(=C2)C(C)C)C(C)C)OCCCF)=O (3-{7-[2-(3-fluoropropoxy)-3,5-diisopropylphenyl]-benzo[b]furan-2-yl}-but-2-enoic acid ethyl ester), C1CCOC1 (THF), [Li+].[OH-] (LiOH). Solvent: CO (methanol). Product: FCCCOC1=C(C=C(C=C1C(C)C)C(C)C)C1=CC=CC2=C1OC(=C2)C(=CC(=O)O)C (3-{7-[2-(3-Fluoropropoxy)-3,5-diisopropylphenyl]-benzo[b]furan-2-yl}-but-2-enoic acid). RXN SMILES: C([O:3][C:4](=[O:34])[CH:5]=[C:6]([C:8]1[O:12][C:11]2[C:13]([C:17]3[CH:22]=[C:21]([CH:23]([CH3:25])[CH3:24])[CH:20]=[C:19]([CH:26]([CH3:28])[CH3:27])[C:18]=3[O:29][CH2:30][CH2:31][CH2:32][F:33])=[CH:14][CH:15]=[CH:16][C:10]=2[CH:9]=1)[CH3:7])C.C1COCC1.[Li+].[OH-]>CO>[F:33][CH2:32][CH2:31][CH2:30][O:29][C:18]1[C:19]([CH:26]([CH3:28])[CH3:27])=[CH:20][C:21]([CH:23]([CH3:25])[CH3:24])=[CH:22][C:17]=1[C:13]1[C:11]2[O:12][C:8]([C:6]([CH3:7])=[CH:5][C:4]([OH:34])=[O:3])=[CH:9][C:10]=2[CH:16]=[CH:15][CH:14]=1 |f:2.3|. Procedure: A mixture of 0.450 mmol of 3-{7-[2-(3-fluoropropoxy)-3,5-diisopropylphenyl]-benzo[b]furan-2-yl}-but-2-enoic acid ethyl ester, 3 mL of THF, 3 mL of methanol and 1 mL of LiOH (2N aqueous) was refluxed for 2 hours. After cooling at room temperature, the mixture was acidified to pH=2 and extracted with ethyl acetate. The organic layer was dried over MgSO4 and after evaporation of the solvents, the crude acid was recrystallized from acetonitrile. 3-{7-[2-(3-Fluoropropoxy)-3,5-diisopropylphenyl]-benzo...